Dataset: the Open Reaction Database (ORD), a public repository of structured organic reaction records. Task: describe an organic reaction: reactants, conditions, products, and yield Reactants: CC1(C(C1C(C(C(F)(F)F)(Cl)Cl)OC(C)=O)C(=O)OCC1=CC(=CC=C1)OC1=CC=CC=C1)C ((3-phenoxyphenyl)methyl 2,2-dimethyl-3-(1-acetoxy-2,2-dichloro-3,3,3-trifluoropropyl)cyclopropanecarboxylate). The reagents and catalysts are [Zn] (zinc). Run in CN(C)C=O (DMF). Run at temperature 60 celsius, time 6 hour. The product is CC1(C(C1C=C(C(F)(F)F)Cl)C(=O)OCC1=CC(=CC=C1)OC1=CC=CC=C1)C ((3-phenoxyphenyl)methyl 2,2-dimethyl-3-(2-chloro-3,3,3-trifluoro-1-propenyl)cyclopropanecarboxylate). Isolated yield 73.8%. Reaction SMILES: [CH3:1][C:2]1([CH3:34])[CH:4]([CH:5](OC(=O)C)[C:6](Cl)([Cl:11])[C:7]([F:10])([F:9])[F:8])[CH:3]1[C:17]([O:19][CH2:20][C:21]1[CH:26]=[CH:25][CH:24]=[C:23]([O:27][C:28]2[CH:33]=[CH:32][CH:31]=[CH:30][CH:29]=2)[CH:22]=1)=[O:18]>CN(C=O)C.[Zn]>[CH3:1][C:2]1([CH3:34])[CH:4]([CH:5]=[C:6]([Cl:11])[C:7]([F:9])([F:10])[F:8])[CH:3]1[C:17]([O:19][CH2:20][C:21]1[CH:26]=[CH:25][CH:24]=[C:23]([O:27][C:28]2[CH:29]=[CH:30][CH:31]=[CH:32][CH:33]=2)[CH:22]=1)=[O:18]. Reported procedure: To a solution of 260 mg (0.501 mmol) of (3-phenoxyphenyl)methyl 2,2-dimethyl-3-(1-acetoxy-2,2-dichloro-3,3,3-trifluoropropyl)cyclopropanecarboxylate obtained in Example 13, in 1 ml of DMF, 35 mg (0.521 mmol) of zinc powder was added, and the mixture was stirred at 60° C. for 6 hours. The subsequent operation was conducted in the same manner as in Reference Example 9, whereby 157 mg of (3-phenoxyphenyl)methyl 2,2-dimethyl-3-(2-chloro-3,3,3-trifluoro-1-propenyl)cyclopropanecarboxylate was obtained... Starting materials: N1=C(C=CC2=CC=CC=C12)COCCCCO (4-(Quinolin-2-ylmethoxy)-butan-1-ol), BrCC1=C(OCC#N)C(=CC=C1)C ((2-bromomethyl-6-methyl-phenoxy)-acetonitrile). The product is CC1=C(OCC#N)C(=CC=C1)COCCCCOCC1=NC2=CC=CC=C2C=C1 ({2-Methyl-6-[4-(quinolin-2-ylmethoxy)-butoxymethyl]-phenoxy}-acetonitrile). As a reaction SMILES: [N:1]1[C:10]2[C:5](=[CH:6][CH:7]=[CH:8][CH:9]=2)[CH:4]=[CH:3][C:2]=1[CH2:11][O:12][CH2:13][CH2:14][CH2:15][CH2:16][OH:17].Br[CH2:19][C:20]1[CH:29]=[CH:28][CH:27]=[C:26]([CH3:30])[C:21]=1[O:22][CH2:23][C:24]#[N:25]>>[CH3:19][C:20]1[CH:29]=[CH:28][CH:27]=[C:26]([CH2:30][O:17][CH2:16][CH2:15][CH2:14][CH2:13][O:12][CH2:11][C:2]2[CH:3]=[CH:4][C:5]3[C:10](=[CH:9][CH:8]=[CH:7][CH:6]=3)[N:1]=2)[C:21]=1[O:22][CH2:23][C:24]#[N:25]. Procedure details: MS (ESI) 391 (M+H)+. Prepared from 4-(quinolin-2-ylmethoxy)-butan-1-ol (EXAMPLE 34b) and (2-bromomethyl-6-methyl-phenoxy)-acetonitrile